From a dataset of the Open Reaction Database (ORD), a public repository of structured organic reaction records. describe an organic reaction: reactants, conditions, products, and yield Reactants: C1CCOC1, CC(C)(C)[O-], CS(C)=O, C[S+](C)(C)=O, [I-], [K+], C=C(c1ccccc1)c1cc2sc(-c3ccc(C4OCCCO4)cc3F)nc2cn1. Yields the product Fc1cc(C2OCCCO2)ccc1-c1nc2cnc(C3(c4ccccc4)CC3)cc2s1. As a reaction SMILES: [CH2:47]1[O:48][CH2:49][CH2:50][CH2:51]1.[CH3:1][C:2]([CH3:3])([O-:4])[CH3:5].[CH3:43][S:44]([CH3:45])=[O:46].[CH3:8][S+:9]([CH3:10])([CH3:11])=[O:12].[I-:7].[K+:6].[O:13]1[CH:14]([c:19]2[cH:20][c:21]([F:42])[c:22](-[c:25]3[s:26][c:27]4[c:28]([cH:29][n:30][c:31]([C:33](=[CH2:34])[c:35]5[cH:36][cH:37][cH:38][cH:39][cH:40]5)[cH:32]4)[n:41]3)[cH:23][cH:24]2)[O:15][CH2:16][CH2:17][CH2:18]1>>[CH2:1]1[C:33]([c:31]2[n:30][cH:29][c:28]3[c:27]([s:26][c:25](-[c:22]4[c:21]([F:42])[cH:20][c:19]([CH:14]5[O:13][CH2:18][CH2:17][CH2:16][O:15]5)[cH:24][cH:23]4)[n:41]3)[cH:32]2)([c:35]2[cH:36][cH:37][cH:38][cH:39][cH:40]2)[CH2:34]1.